This data is from the Open Reaction Database (ORD), a public repository of structured organic reaction records. The task is: describe an organic reaction: reactants, conditions, products, and yield Starting materials: C1=CC=C2C(=C1)C(=NC2=N)N (1-amino-3-imino-isoindolenine), C(#N)CC(=O)NCCNC(CC#N)=O (bis-cyanoacetylethylenediamine), N1C(=O)NC(=O)CC1=O (barbituric acid), C1=CC(=O)C=CC1=NNC2=CC(=C(C=C2)/C=C/C3=C(C=C(C=C3)NN=C4C=CC(=O)C=C4)S(=O)(=O)[O-])S(=O)(=O)[O-].[Na+].[Na+] (brilliant yellow). Solvent: O (water), C(C)(=O)O (acetic acid). Yields the product C(#N)CC(=O)NCCNC(CC#N)=O (bis-cyanoacetylethylenediamine), C(CN)N (ethylenediamine), C(#N)CC(=O)OCC (ethyl cyanoacetate). RXN SMILES: C1C=C2C(N)=NC(=N)C2=CC=1.[C:12]([CH2:14][C:15]([NH:17][CH2:18][CH2:19][NH:20][C:21](=[O:25])[CH2:22][C:23]#[N:24])=[O:16])#[N:13].[NH:26]1[C:33](=O)[CH2:32][C:30](=[O:31])NC1=O.C1C(=NNC2C=CC(/C=C/C3C=CC(NN=C4C=CC(=O)C=C4)=CC=3S([O-])(=O)=O)=C(S([O-])(=O)=O)C=2)C=C[C:37](=[O:38])[CH:36]=1.[Na+].[Na+]>O.C(O)(=O)C>[C:23]([CH2:22][C:21]([NH:20][CH2:19][CH2:18][NH:17][C:15](=[O:16])[CH2:14][C:12]#[N:13])=[O:25])#[N:24].[CH2:19]([NH2:20])[CH2:18][NH2:17].[C:33]([CH2:32][C:30]([O:38][CH2:37][CH3:36])=[O:31])#[N:26] |f:3.4.5|. Reported procedure: 3.87 g of 1-amino-3-imino-isoindolenine and 1.95 g of bis-cyanoacetylethylenediamine are heated in 50 ml of water for 2 hours to reflux temperature. Then 2.56 g of barbituric acid and 20 ml of acetic acid are added and the mixture is refluxed for a further 5 hours. The pigment is collected hot with suction and washed with water and dried, affording 5.1 g of a yellow colourant powder. When incorporated in lacquers without further treatment, this pigment produces brilliant, strong colourations of ... Run at time 82 hour. The reactants are BrC1=CC=CC=C1 (bromobenzene), CC(CCC(=O)O)C (4-methyl valeric acid), S(=O)(Cl)Cl (thionyl chloride), [Cl-].[Al+3].[Cl-].[Cl-] (aluminum chloride), BrC1=CC=CC=C1 (bromobenzene). As a reaction SMILES: [CH3:1][CH:2]([CH3:8])[CH2:3][CH2:4][C:5]([OH:7])=O.S(Cl)(Cl)=O.[Br:13][C:14]1[CH:19]=[CH:18][CH:17]=[CH:16][CH:15]=1.[Cl-].[Al+3].[Cl-].[Cl-]>>[O:7]=[C:5]([C:17]1[CH:18]=[CH:19][C:14]([Br:13])=[CH:15][CH:16]=1)[CH2:4][CH2:3][CH:2]([CH3:1])[CH3:8] |f:3.4.5.6|. Procedure details: A mixture of 25 g (0.215 mol) of 4-methyl valeric acid and 29.35 g (0.247 mol) of thionyl chloride was heated at reflux for 1.5 hour. The excess thionyl chloride was removed under reduced pressure using a cryogenic trap. The residue was taken up with 120 g (0.764 mol) of bromobenzene (Compound 27) and the mixture was cooled in an ice-bath and then treated with 23 g (0.172 mol) of anhydrous aluminum chloride through a powder addition funnel. The mixture was stirred at room temperature for 82 h an... The product is O=C(CCC(C)C)C1=CC=C(C=C1)Br (4-(1-oxo-4-methyl-pentyl)bromobenzene). The reactants are C1(CCN2C1=CC=1C=CC=CC21)=O (2,3-dihydro-1H-pyrrolo[1,2-a]indol-1-one), C[Mg]Br (methyl magnesium bromide), C1(=CC=CC=C1)C.C1CCOC1 (toluene THF). Run in C1(=CC=CC=C1)C (toluene). Conditions: time 5 minute. Yields the product OC1(CCN2C1=CC=1C=CC=CC21)C (2,3-Dihydro-1-hydroxy-1-methyl-1H-pyrrolo[1,2-a]indole). Reaction SMILES: [C:1]1(=[O:13])[C:5]2=[CH:6][C:7]3[CH:8]=[CH:9][CH:10]=[CH:11][C:12]=3[N:4]2[CH2:3][CH2:2]1.[CH3:14][Mg]Br.C1(C)C=CC=CC=1.C1COCC1>C1(C)C=CC=CC=1>[OH:13][C:1]1([CH3:14])[C:5]2=[CH:6][C:7]3[CH:8]=[CH:9][CH:10]=[CH:11][C:12]=3[N:4]2[CH2:3][CH2:2]1 |f:2.3|. Reported procedure: To 2,3-dihydro-1H-pyrrolo[1,2-a]indol-1-one (613 mg, 3.58 mmol) suspended in toluene (12 mL), at 0° C. there was added methyl magnesium bromide 1.5M in toluene/THF (75:25) (3.0 mL, 4.5 mmol). The mixture was stirred at 0° for 5 minutes, then at room temperature for 20 minutes. After quenching with saturated aqueous NH4Cl solution, the mixture was partitioned between H2O and EtOAc. The crude product obtained from the organic fraction was chromatographed on a column of silica gel eluting with a 1:... Starting materials: BrC1=CC=C2C=3C=CC(=CC3C(C2=C1)(C)C)C1=C(C=CC=C1)[N+](=O)[O-] (7-bromo-2-(2-nitrophenyl)-9,9-dimethyl-9H-fluorene), P(OCC)(OCC)OCC (triethyl phosphite). Yields the product BrC=1C=CC=2C=3C=C4C(=CC3C(C2C1)(C)C)C1=CC=CC=C1N4 (2-Bromo-12,12-dimethyl-6,12-dihydro-6-azaindeno[1,2-b]fluorene). Reaction SMILES: [Br:1][C:2]1[CH:14]=[C:13]2[C:5]([C:6]3[CH:7]=[CH:8][C:9]([C:17]4[CH:22]=[CH:21][CH:20]=[CH:19][C:18]=4[N+:23]([O-])=O)=[CH:10][C:11]=3[C:12]2([CH3:16])[CH3:15])=[CH:4][CH:3]=1.P(OCC)(OCC)OCC>>[Br:1][C:2]1[CH:3]=[CH:4][C:5]2[C:6]3[CH:7]=[C:8]4[NH:23][C:18]5[C:17](=[CH:22][CH:21]=[CH:20][CH:19]=5)[C:9]4=[CH:10][C:11]=3[C:12]([CH3:15])([CH3:16])[C:13]=2[CH:14]=1. Reported procedure: A mixture of 93.8 g (238 mmol) of 7-bromo-2-(2-nitrophenyl)-9,9-dimethyl-9H-fluorene and 290.3 ml (1669 mmol) of triethyl phosphite is heated under reflux for 12 h. The triethyl phosphite remaining is subsequently distilled off (72-76° C./9 mmHg). Water/MeOH (1:1) is added to the residue, and the solid is filtered off and recrystallised. Yield: 74 g (205 mmol, 87%). Reactants: C(C)(C)(C)OC(=O)C1=C(N=C(S1)N1C[C@@H](N(CC1)S(=O)(=O)C1=CC=C(C=C1)C(F)(F)F)C(NCC1=CC=C(C=C1)C(C)C)=O)C (2-[(R)-3-(4-isopropyl-benzylcarbamoyl)-4-(4-trifluoromethyl-benzenesulfonyl)-piperazin-1-yl]-4-methyl-thiazole-5-carboxylic acid tert-butyl ester). Run in FC(C(=O)O)(F)F (trifluoroacetic acid). The product is C(C)(C)C1=CC=C(CNC(=O)[C@H]2CN(CCN2S(=O)(=O)C2=CC=C(C=C2)C(F)(F)F)C=2SC(=C(N2)C)C(=O)O)C=C1 (2-[(R)-3-(4-isopropyl-benzylcarbamoyl)-4-(4-trifluoromethyl-benzenesulfonyl)-piperazin-1-yl]-4-methyl-thiazole-5-carboxylic acid). Yield: 47.3%. Reaction SMILES: C([O:5][C:6]([C:8]1[S:12][C:11]([N:13]2[CH2:18][CH2:17][N:16]([S:19]([C:22]3[CH:27]=[CH:26][C:25]([C:28]([F:31])([F:30])[F:29])=[CH:24][CH:23]=3)(=[O:21])=[O:20])[C@@H:15]([C:32](=[O:44])[NH:33][CH2:34][C:35]3[CH:40]=[CH:39][C:38]([CH:41]([CH3:43])[CH3:42])=[CH:37][CH:36]=3)[CH2:14]2)=[N:10][C:9]=1[CH3:45])=[O:7])(C)(C)C>FC(F)(F)C(O)=O>[CH:41]([C:38]1[CH:37]=[CH:36][C:35]([CH2:34][NH:33][C:32]([C@@H:15]2[N:16]([S:19]([C:22]3[CH:23]=[CH:24][C:25]([C:28]([F:31])([F:30])[F:29])=[CH:26][CH:27]=3)(=[O:21])=[O:20])[CH2:17][CH2:18][N:13]([C:11]3[S:12][C:8]([C:6]([OH:7])=[O:5])=[C:9]([CH3:45])[N:10]=3)[CH2:14]2)=[O:44])=[CH:40][CH:39]=1)([CH3:43])[CH3:42]. Procedure: A solution of the compound (224 mg) obtained in Example 5 in trifluoroacetic acid (1.1 ml) was stirred at room temperature for 1 hr. The reaction mixture was concentrated under reduced pressure, toluene was added to the residue, and the mixture was concentrated again under reduced pressure. Diisopropyl ether was added to the residue, and the mixture was stirred at room temperature. The precipitated crystals were collected by filtration, and dried to give the title compound (97 mg). The reactants are solution, C(#N)[BH3-].[Na+] (sodium cyanoborohydride), C1CCOC1 (THF), NC1=CC(=C(C=C1)N1N=C(N(C1=O)CC1=CC=C(C=C1)C1=C(C=CC=C1)S(NC(C1=C(C=CC=C1)Cl)=O)(=O)=O)CCCC)C(F)(F)F (2-[4-Amino-2-(trifluoromethyl)phenyl]-5-n-butyl-4-[[2'-[N-(2-chlorobenzoyl)sulfamoyl]biphenyl-4-yl]methyl]-2,4-dihydro-3H-1,2,4-triazol-3-one), C(C1=CC=CC=C1)=O (benzaldehyde), N1CCCCC1 (piperidine). The solvent is C(C)(C)O (isopropanol), O (Water). Reaction conditions: time 2 hour. Yields the product C(C1=CC=CC=C1)NC1=CC(=C(C=C1)N1N=C(N(C1=O)CC1=CC=C(C=C1)C1=C(C=CC=C1)S(NC(C1=C(C=CC=C1)Cl)=O)(=O)=O)CCCC)C(F)(F)F (2-[4-(Benzylamino)-2-(trifluoromethyl)phenyl]-5-n-butyl-4-[[2'-[N-(2-chlorobenzoyl)sulfamoyl]biphenyl-4-yl]methyl]-2,4-dihydro-3H-1,2,4-triazol-3-one). Isolated yield 37.5%. As a reaction SMILES: [NH2:1][C:2]1[CH:7]=[CH:6][C:5]([N:8]2[C:12](=[O:13])[N:11]([CH2:14][C:15]3[CH:20]=[CH:19][C:18]([C:21]4[CH:26]=[CH:25][CH:24]=[CH:23][C:22]=4[S:27](=[O:39])(=[O:38])[NH:28][C:29](=[O:37])[C:30]4[CH:35]=[CH:34][CH:33]=[CH:32][C:31]=4[Cl:36])=[CH:17][CH:16]=3)[C:10]([CH2:40][CH2:41][CH2:42][CH3:43])=[N:9]2)=[C:4]([C:44]([F:47])([F:46])[F:45])[CH:3]=1.[CH:48](=O)[C:49]1[CH:54]=[CH:53][CH:52]=[CH:51][CH:50]=1.N1CCCCC1.C([BH3-])#N.[Na+].C1COCC1>O.C(O)(C)C>[CH2:48]([NH:1][C:2]1[CH:7]=[CH:6][C:5]([N:8]2[C:12](=[O:13])[N:11]([CH2:14][C:15]3[CH:20]=[CH:19][C:18]([C:21]4[CH:26]=[CH:25][CH:24]=[CH:23][C:22]=4[S:27](=[O:38])(=[O:39])[NH:28][C:29](=[O:37])[C:30]4[CH:35]=[CH:34][CH:33]=[CH:32][C:31]=4[Cl:36])=[CH:17][CH:16]=3)[C:10]([CH2:40][CH2:41][CH2:42][CH3:43])=[N:9]2)=[C:4]([C:44]([F:46])([F:45])[F:47])[CH:3]=1)[C:49]1[CH:54]=[CH:53][CH:52]=[CH:51][CH:50]=1 |f:3.4|. Procedure details: A solution of 70 mg (0.093 mmole) of 2-[4-amino-2-(trifluoromethyl)phenyl]-5-n-butyl-4-[[2'-[N-(2-chlorobenzoyl)sulfamoyl]biphenyl-4-yl]methyl]-2,4-dihydro-3H-1,2,4-triazol-3-one (from Example 56), 33 mg (0.31 mmole) of benzaldehyde, 2.1 mL of piperidine, and 2.5 mL of isopropanol was stirred at 95° C. overnight. The crude material obtained after cooling and evaporation of volatiles was dissolved in 2.2 mL MeOH, charged with 1.3 mL of a 1M solution of sodium cyanoborohydride in THF (1.3 mmole), ...